The task is: describe an organic reaction: reactants, conditions, products, and yield. This data is from the Open Reaction Database (ORD), a public repository of structured organic reaction records. As a reaction SMILES: [NH2:1][C:2]1[N:3]=[CH:4][C:5]([C:8]([OH:10])=[O:9])=[N:6][CH:7]=1.C(=O)([O-])[O-].[K+].[K+].[CH2:17](Br)[C:18]1[CH:23]=[CH:22][CH:21]=[CH:20][CH:19]=1>CN(C)C=O.C(OCC)(=O)C.O>[NH2:1][C:2]1[N:3]=[CH:4][C:5]([C:8]([O:10][CH2:17][C:18]2[CH:23]=[CH:22][CH:21]=[CH:20][CH:19]=2)=[O:9])=[N:6][CH:7]=1 |f:1.2.3|. Run at time 22 hour. Reported procedure: 5-aminopyrazine-2-carboxylic acid (493 mg, 3.54 mmol; Ark Pharm, Inc., Libertyville, Ill.) was stirred in dry N,N-dimethylformamide (3.0 mL) at room temperature under nitrogen. Solid potassium carbonate (742 mg, 5.37 mmol) was added, followed by benzyl bromide (0.43 mL, 3.6 mmol). The mixture was stirred for 22 hours and then diluted with ethyl acetate and water. The layers were separated, and the aqueous layer was extracted with ethyl acetate. The combined organics were washed with brine, dried... Yields the product NC=1N=CC(=NC1)C(=O)OCC1=CC=CC=C1 (benzyl 5-aminopyrazine-2-carboxylate). Reactants: C([O-])([O-])=O.[K+].[K+] (potassium carbonate), NC=1N=CC(=NC1)C(=O)O (5-aminopyrazine-2-carboxylic acid), C(C1=CC=CC=C1)Br (benzyl bromide). Solvent: C(C)(=O)OCC (ethyl acetate), O (water), CN(C=O)C (N,N-dimethylformamide). The reactants are N#Cc1cnn(-c2ncc(C(F)(F)F)cc2Cl)c1C=CC(=O)O, [Cl-], [H-], [Na+], C1CCOC1, O, NS(=O)(=O)Cc1ccccc1. Product: N#Cc1cnn(-c2ncc(C(F)(F)F)cc2Cl)c1C=CC(=O)NS(=O)(=O)Cc1ccccc1. RXN SMILES: [C:15](#[N:16])[c:17]1[cH:18][n:19][n:20](-[c:27]2[n:28][cH:29][c:30]([C:34]([F:35])([F:36])[F:37])[cH:31][c:32]2[Cl:33])[c:21]1[CH:22]=[CH:23][C:24](=[O:25])[OH:26].[Cl-:14].[H-:12].[Na+:13].[O:39]1[CH2:40][CH2:41][CH2:42][CH2:43]1.[OH2:38].[c:1]1([CH2:7][S:8](=[O:9])(=[O:10])[NH2:11])[cH:2][cH:3][cH:4][cH:5][cH:6]1>>[c:1]1([CH2:7][S:8](=[O:9])(=[O:10])[NH:11][C:24]([CH:23]=[CH:22][c:21]2[c:17]([C:15]#[N:16])[cH:18][n:19][n:20]2-[c:27]2[n:28][cH:29][c:30]([C:34]([F:35])([F:36])[F:37])[cH:31][c:32]2[Cl:33])=[O:25])[cH:2][cH:3][cH:4][cH:5][cH:6]1. Reactants: BrC1=CC=C(NC2=NC(=NC=C2Cl)Cl)C=C1 (4-(4-bromoanilino)-2,5-dichloropyrimidine), FC(CCCBr)(F)F (4,4,4-trifluoro-1-bromobutane), C([O-])([O-])=O.[K+].[K+] (potassium carbonate). The solvent is CN(C)C=O (DMF). Run at time 12 hour. Yields the product BrC1=CC=C(N(CCCC(F)(F)F)C2=NC(=NC=C2Cl)Cl)C=C1 (4-[4-Bromo-N-(4,4,4-trifluorobutyl)anilino]-2,5-dichloropyrimidine). Isolated yield 43.6%. RXN SMILES: [Br:1][C:2]1[CH:16]=[CH:15][C:5]([NH:6][C:7]2[C:12]([Cl:13])=[CH:11][N:10]=[C:9]([Cl:14])[N:8]=2)=[CH:4][CH:3]=1.[F:17][C:18]([F:24])([F:23])[CH2:19][CH2:20][CH2:21]Br.C(=O)([O-])[O-].[K+].[K+]>CN(C=O)C>[Br:1][C:2]1[CH:16]=[CH:15][C:5]([N:6]([C:7]2[C:12]([Cl:13])=[CH:11][N:10]=[C:9]([Cl:14])[N:8]=2)[CH2:21][CH2:20][CH2:19][C:18]([F:24])([F:23])[F:17])=[CH:4][CH:3]=1 |f:2.3.4|. Procedure: A mixture of 4-(4-bromoanilino)-2,5-dichloropyrimidine (Method 24; 315 mg, 1.0 mmol), 4,4,4-trifluoro-1-bromobutane (228 mg, 1.20 mmol) and potassium carbonate (165 mg, 1.20 mmol) in DMF (3 ml) was stirred at room temperature for 12 hours. Silica (2.5 g) was added and volatile material was removed by evaporation. The residue was purified by column chromatography, eluting with 0-40% ethyl acetate in isohexane, to give the product (187 mg). NMR: (373K); 1.84 (m, 2H), 2.28 (m, 2H), 3.99 (t, 2H), 7.... Starting materials: ClC1=NSC2=C1C=CC=C2 (3-Chlorobenzo[d]isothiazole), BrBr (bromine), 2h. The reagents and catalysts are S(=O)(=O)([O-])[O-].[Ag+2] (silver sulfate). The solvent is S(O)(O)(=O)=O (sulfuric acid). Product: BrC=1C=CC2=C(C(=NS2)Cl)C1 (5-bromo-3-chlorobenzo[d]isothiazole). Isolated yield 25.9%. As a reaction SMILES: [Cl:1][C:2]1[C:6]2[CH:7]=[CH:8][CH:9]=[CH:10][C:5]=2[S:4][N:3]=1.[Br:11]Br>S(=O)(=O)(O)O.S([O-])([O-])(=O)=O.[Ag+2]>[Br:11][C:8]1[CH:9]=[CH:10][C:5]2[S:4][N:3]=[C:2]([Cl:1])[C:6]=2[CH:7]=1 |f:3.4|. Reported procedure: 3-Chlorobenzo[d]isothiazole (10 g, 59.0 mmol) was added to a solution of bromine (3.2 mL, 62.0 mmol) and silver sulfate (19.6 g, 63.0 mmol) in sulfuric acid (200 mL). The resulting brown mixture was allowed to stir at room temperature for 2h under nitrogen. The color slowly faded to pale yellow as a white precipitate formed. The precipitate was collected by vacuum filtration and triturated with hexanes to yield 5-bromo-3-chlorobenzo[d]isothiazole as a white solid (3.8 g). 1H NMR (300 MHz, CDCl3)... Reactants: [OH-].[Na+] (sodium hydroxide), OC=1C=C2C(CC(OC2=CC1OC(C)CC)(C)C)=O (6-hydroxy-7-sec. butoxy-2,2-dimethyl-4-chromanone), CI (methyl iodide). The reagents and catalysts are [Cl-].C(C)[N+](CC1=CC=CC=C1)(CC)CC (triethyl benzyl ammonium chloride). Run in ClCCl (dichloro methane). Conditions: time 30 minute. Yields the product COC=1C=C2C(CC(OC2=CC1OC(C)CC)(C)C)=O (6-methoxy-7-sec. butoxy-2,2-dimethyl-4-chromanone). Isolated yield 96.0%. RXN SMILES: [OH-].[Na+].[CH3:3]I.[OH:5][C:6]1[CH:7]=[C:8]2[C:13](=[CH:14][C:15]=1[O:16][CH:17]([CH2:19][CH3:20])[CH3:18])[O:12][C:11]([CH3:22])([CH3:21])[CH2:10][C:9]2=[O:23]>ClCCl.[Cl-].C([N+](CC)(CC)CC1C=CC=CC=1)C>[CH3:3][O:5][C:6]1[CH:7]=[C:8]2[C:13](=[CH:14][C:15]=1[O:16][CH:17]([CH2:19][CH3:20])[CH3:18])[O:12][C:11]([CH3:21])([CH3:22])[CH2:10][C:9]2=[O:23] |f:0.1,5.6|. Procedure details: In 40 ml of a 5% sodium hydroxide solution 5.2 g (20 millimoles) of 6-hydroxy-7-sec. butoxy-2,2-dimethyl-4-chromanone are dissolved whereupon 80 ml of dichloro methane and 0.5 g of triethyl benzyl ammonium chloride are added and the mixture is intensively stirred at room temperature for 30 minutes. After the addition of 4.25 g (1.9 ml, 30 millimoles) of methyl iodide the reaction mixture is stirred for further 2 hours. The organic phase is separated, washed twice with 50 ml of water each, dried ... Reactants: CS(C)=O, CC1COc2c(F)c(F)c(N)c3c(=O)c(C#N)cn1c23, NCCCc1cccnc1. Product: CC1COc2c(NCCCc3cccnc3)c(F)c(N)c3c(=O)c(C#N)cn1c23. As a reaction SMILES: [CH3:31][S:32]([CH3:33])=[O:34].[NH2:1][c:2]1[c:3]2[c:4](=[O:20])[c:5]([C:18]#[N:19])[cH:6][n:7]3[c:8]2[c:9]([c:10]([F:13])[c:11]1[F:12])[O:14][CH2:15][CH:16]3[CH3:17].[n:21]1[cH:22][c:23]([CH2:27][CH2:28][CH2:29][NH2:30])[cH:24][cH:25][cH:26]1>>[NH2:1][c:2]1[c:3]2[c:4](=[O:20])[c:5]([C:18]#[N:19])[cH:6][n:7]3[c:8]2[c:9]([c:10]([NH:30][CH2:29][CH2:28][CH2:27][c:23]2[cH:22][n:21][cH:26][cH:25][cH:24]2)[c:11]1[F:12])[O:14][CH2:15][CH:16]3[CH3:17]. The reactants are C(C)(=O)[O-].C1(=CC=CC=C1)[Sn+](C1=CC=CC=C1)C1=CC=CC=C1 (triphenyl tin acetate), CC(=O)O[Hg]C1=CC=CC=C1 (phenyl mercuric acetate), C(C)(=O)OO (peracetic acid). The product is C(C)(=O)OC1=CC=CC=C1 (phenyl acetate). Isolated yield 58.0%. RXN SMILES: [C:1]([O-:4])(=[O:3])[CH3:2].[C:5]1([Sn+](C2C=CC=CC=2)C2C=CC=CC=2)[CH:10]=[CH:9][CH:8]=[CH:7][CH:6]=1.CC(O[Hg]C1C=CC=CC=1)=O.C(OO)(=O)C>>[C:1]([O:4][C:5]1[CH:10]=[CH:9][CH:8]=[CH:7][CH:6]=1)(=[O:3])[CH3:2] |f:0.1|. Procedure details: The procedure of Example 1 is repeated except that 5 mmols of triphenyl tin acetate are employed instead of the phenyl mercuric acetate of Example 1, and 30 mmols of peracetic acid is used. After 4 hours of reaction at 75° C. there is obtained phenyl acetate in a yield of about 58%, and in a selectivity of about 68%, at a triphenyl tin acetate conversion of about 85%.